Dataset: the Open Reaction Database (ORD), a public repository of structured organic reaction records. Task: describe an organic reaction: reactants, conditions, products, and yield Reactants: C1(=CC=CC=C1)P(C1=C(C2=CC=CC=C2C=C1)C1=C(C=CC2=CC=CC=C12)P(C1=CC=CC=C1)C1=CC=CC=C1)C1=CC=CC=C1 (rac-2,2′-bis(diphenylphosphino)-1,1′-binaphthyl), CC(C)([O-])C.[Na+] (sodium tert-butoxide), COC(=O)C=1N(C(C2=CC=C(C=C2C1C1=CC=CC=C1)Br)=O)CC1=CC=C(C=C1)C(=O)OC(C)(C)C (6-bromo-2-(4-tert-butoxycarbonylbenzyl)-1-oxo-4-phenyl-1,2-dihydroisoquinoline-3-carboxylic acid methyl ester), CC1=C(C(=NO1)C1=CC=CC=C1)C1=NC(=NC=C1)N (4-(5-methyl-3-phenylisoxazol-4-yl)pyrimidin-2-ylamine). Reagents/catalysts: C(C)(=O)[O-].[Pd+2].C(C)(=O)[O-] (palladium(II) acetate). Solvent: C1(=CC=CC=C1)C (toluene), O (Water). Conditions: time 5 minute. Product: COC(=O)C=1N(C(C2=CC=C(C=C2C1C1=CC=CC=C1)NC1=NC=CC(=N1)C=1C(=NOC1C)C1=CC=CC=C1)=O)CC1=CC=C(C=C1)C(=O)OC(C)(C)C (2-(4-tert-butoxycarbonylbenzyl)-6-[4-(5-methyl-3-phenylisoxazol-4-yl)pyrimidin-2-ylamino]-1-oxo-4-phenyl-1,2-dihydroisoquinoline-3-carboxylic acid methyl ester). Isolated yield 61.0%. Reaction SMILES: C1(P(C2C=CC=CC=2)C2C=CC3C(=CC=CC=3)C=2C2C3C(=CC=CC=3)C=CC=2P(C2C=CC=CC=2)C2C=CC=CC=2)C=CC=CC=1.[CH3:47][O:48][C:49]([C:51]1[N:52]([CH2:69][C:70]2[CH:75]=[CH:74][C:73]([C:76]([O:78][C:79]([CH3:82])([CH3:81])[CH3:80])=[O:77])=[CH:72][CH:71]=2)[C:53](=[O:68])[C:54]2[C:59]([C:60]=1[C:61]1[CH:66]=[CH:65][CH:64]=[CH:63][CH:62]=1)=[CH:58][C:57](Br)=[CH:56][CH:55]=2)=[O:50].[CH3:83][C:84]1[O:88][N:87]=[C:86]([C:89]2[CH:94]=[CH:93][CH:92]=[CH:91][CH:90]=2)[C:85]=1[C:95]1[CH:100]=[CH:99][N:98]=[C:97]([NH2:101])[N:96]=1.CC(C)([O-])C.[Na+]>C([O-])(=O)C.[Pd+2].C([O-])(=O)C.O.C1(C)C=CC=CC=1>[CH3:47][O:48][C:49]([C:51]1[N:52]([CH2:69][C:70]2[CH:75]=[CH:74][C:73]([C:76]([O:78][C:79]([CH3:82])([CH3:81])[CH3:80])=[O:77])=[CH:72][CH:71]=2)[C:53](=[O:68])[C:54]2[C:59]([C:60]=1[C:61]1[CH:66]=[CH:65][CH:64]=[CH:63][CH:62]=1)=[CH:58][C:57]([NH:101][C:97]1[N:96]=[C:95]([C:85]3[C:86]([C:89]4[CH:90]=[CH:91][CH:92]=[CH:93][CH:94]=4)=[N:87][O:88][C:84]=3[CH3:83])[CH:100]=[CH:99][N:98]=1)=[CH:56][CH:55]=2)=[O:50] |f:3.4,5.6.7|. Reported procedure: To toluene (6 ml) were added palladium(II) acetate (4.1 mg) and rac-2,2′-bis(diphenylphosphino)-1,1′-binaphthyl (34 mg) at room temperature and the mixture was stirred for 5 min. under a nitrogen stream. To the reaction mixture were added 6-bromo-2-(4-tert-butoxycarbonylbenzyl)-1-oxo-4-phenyl-1,2-dihydroisoquinoline-3-carboxylic acid methyl ester (300 mg) and 4-(5-methyl-3-phenylisoxazol-4-yl)pyrimidin-2-ylamine (200 mg) at room temperature and the mixture was stirred for 10 min. under a nitroge... Reactants: Cl.NC1COC2=CC(=CC=C2C1)OC (3-amino-7-methoxychroman hydrochloride), COC1=C(C(=O)Cl)C=C(C=C1)Cl (2-methoxy-5-chlorobenzoyl chloride). The solvent is N1=CC=CC=C1 (pyridine). Run at temperature 60 celsius, time 1 hour. Yields the product ClC=1C=CC(=C(C(=O)NC2COC3=CC(=CC=C3C2)OC)C1)OC (3-(5-chloro-2-methoxybenzamido)-7-methoxychroman). RXN SMILES: Cl.[NH2:2][CH:3]1[CH2:12][C:11]2[C:6](=[CH:7][C:8]([O:13][CH3:14])=[CH:9][CH:10]=2)[O:5][CH2:4]1.[CH3:15][O:16][C:17]1[CH:25]=[CH:24][C:23]([Cl:26])=[CH:22][C:18]=1[C:19](Cl)=[O:20]>N1C=CC=CC=1>[Cl:26][C:23]1[CH:24]=[CH:25][C:17]([O:16][CH3:15])=[C:18]([CH:22]=1)[C:19]([NH:2][CH:3]1[CH2:12][C:11]2[C:6](=[CH:7][C:8]([O:13][CH3:14])=[CH:9][CH:10]=2)[O:5][CH2:4]1)=[O:20] |f:0.1|. Reported procedure: 15.1 g (70 mmol) of 3-amino-7-methoxychroman hydrochloride (Eur. J. Med. Chem. 11 (1976), 251-256) were dissolved in 80 ml of pyridine, and 14.8 g of 2-methoxy-5-chlorobenzoyl chloride were added at 0° C. The mixture was stirred at room temperature for 1.5 hours and at 60° C. for 1 hour. The cooled reaction mixture was partitioned between water and methylene chloride. The aqueous phase was extracted three times with methylene chloride. The combined organic phases were washed with 2N hydrochloric... The product is CCOC(=O)C(C#N)=C(C)c1ccc(Cl)c(Cl)c1. As a reaction SMILES: [C:12](#[N:13])[CH2:14][C:15](=[O:16])[O:17][CH2:18][CH3:19].[CH3:21][C:22](=[O:23])[O-:24].[CH3:25][CH2:26][O:27][C:28](=[O:29])[CH3:30].[CH3:31][C:32](=[O:33])[OH:34].[Cl:1][c:2]1[cH:3][c:4]([C:9]([CH3:10])=[O:11])[cH:5][cH:6][c:7]1[Cl:8].[NH4+:20].[cH:35]1[cH:36][cH:37][cH:38][cH:39][cH:40]1>>[Cl:1][c:2]1[cH:3][c:4]([C:9]([CH3:10])=[C:14]([C:12]#[N:13])[C:15](=[O:16])[O:17][CH2:18][CH3:19])[cH:5][cH:6][c:7]1[Cl:8]. Reactants: CCOC(=O)CC#N, CC(=O)[O-], CCOC(C)=O, CC(=O)O, CC(=O)c1ccc(Cl)c(Cl)c1, [NH4+], c1ccccc1. Product: BrC=1C=C2C(C3CC(C2=CC1F)C3)=NO (6-Bromo-7-fluoro-2,3-dihydro-1H-1,3-methano-naphthalen-4-one oxime). Procedure details: Into a 100-mL 3-necked round-bottom flask was placed a solution of 6-Bromo-7-fluoro-2,3-dihydro-1H-1,3-methano-naphthalen-4-one (4.5 g, 17.64 mmol, 1.00 equiv) in ethanol/H2O (20/20 mL), sodium carbonate (3.8 g, 35.85 mmol, 2.00 equiv), and NH2OH.HCl (2.4 g, 2.00 equiv). The resulting solution was stirred overnight at 85° C., cooled and concentrated under vacuum. The solids were collected by filtration, washed with 2×50 mL of water and dried to afford 3.5 g (73%) of 6-Bromo-7-fluoro-2,3-dihydro-... RXN SMILES: [Br:1][C:2]1[CH:3]=[C:4]2[C:9](=[CH:10][C:11]=1[F:12])[CH:8]1[CH2:13][CH:6]([CH2:7]1)[C:5]2=O.C(=O)([O-])[O-].[Na+].[Na+].[NH2:21][OH:22].Cl>C(O)C.O>[Br:1][C:2]1[CH:3]=[C:4]2[C:9](=[CH:10][C:11]=1[F:12])[CH:8]1[CH2:13][CH:6]([CH2:7]1)[C:5]2=[N:21][OH:22] |f:1.2.3,4.5,6.7|. The reactants are BrC=1C=C2C(C3CC(C2=CC1F)C3)=O (6-Bromo-7-fluoro-2,3-dihydro-1H-1,3-methano-naphthalen-4-one), C([O-])([O-])=O.[Na+].[Na+] (sodium carbonate), NO.Cl (NH2OH.HCl). The yield is 73.5%. Run in C(C)O.O (ethanol H2O). Conditions: temperature 85 celsius, time 8 hour. Reactants: ClC1=C2C=CC=NC2=C(C(=C1)C(C)=O)N1CCN(CC1)C(C1=C(C=CC=C1)F)=O (1-{5-chloro-8-[4-(2-fluorobenzoyl)piperazin-1-yl]quinolin-7-yl}ethanone), C(C)(=O)[O-].[NH4+] (ammonium acetate), C(#N)[BH3-].[Na+] (sodium cyanoborohydride), O1CCCC1 (tetrahydrofuran). Solvent: CO (methanol), C(C)#N (acetonitrile). Conditions: temperature 65 celsius. Yields the product ClC1=C2C=CC=NC2=C(C(=C1)C(C)N)N1CCN(CC1)C(C1=C(C=CC=C1)F)=O (1-{5-Chloro-8-[4-(2-fluorobenzoyl)piperazin-1-yl]quinolin-7-yl}ethanamine). RXN SMILES: [Cl:1][C:2]1[CH:11]=[C:10]([C:12](=O)[CH3:13])[C:9]([N:15]2[CH2:20][CH2:19][N:18]([C:21](=[O:29])[C:22]3[CH:27]=[CH:26][CH:25]=[CH:24][C:23]=3[F:28])[CH2:17][CH2:16]2)=[C:8]2[C:3]=1[CH:4]=[CH:5][CH:6]=[N:7]2.C([O-])(=O)C.[NH4+].C([BH3-])#[N:36].[Na+].O1CCCC1>CO.C(#N)C>[Cl:1][C:2]1[CH:11]=[C:10]([CH:12]([NH2:36])[CH3:13])[C:9]([N:15]2[CH2:20][CH2:19][N:18]([C:21](=[O:29])[C:22]3[CH:27]=[CH:26][CH:25]=[CH:24][C:23]=3[F:28])[CH2:17][CH2:16]2)=[C:8]2[C:3]=1[CH:4]=[CH:5][CH:6]=[N:7]2 |f:1.2,3.4|. Reported procedure: A mixture of 1-{5-chloro-8-[4-(2-fluorobenzoyl)piperazin-1-yl]quinolin-7-yl}ethanone (0.050 g, 0.12 mmol) and ammonium acetate (0.0936 g, 1.21 mmol) in methanol (0.5 mL) and acetonitrile (0.5 mL) was heated at 65° C. in a sealed tube for 1 hour. After cooling to room temperature, to the resulting mixture was added 1.0 M sodium cyanoborohydride in tetrahydrofuran (0.30 mL, 0.30 mmol). The reaction was heated at 65° C. overnight. The mixture was cooled to room temperature, quenched with sat. NaHCO... Reactants: COCOc1c(C)cc(O)cc1C, CN(C)C=O, CN(C(=O)OC(C)(C)C)c1cc(Cl)ccc1[N+](=O)[O-], [H-], [Na+]. Yields the product COCOc1c(C)cc(Oc2ccc([N+](=O)[O-])c(N(C)C(=O)OC(C)(C)C)c2)cc1C. RXN SMILES: [CH3:1][O:2][CH2:3][O:4][c:5]1[c:6]([CH3:13])[cH:7][c:8]([OH:12])[cH:9][c:10]1[CH3:11].[CH3:35][N:36]([CH3:37])[CH:38]=[O:39].[Cl:14][c:15]1[cH:16][cH:17][c:18]([N+:30](=[O:31])[O-:32])[c:19]([N:21]([C:22]([O:23][C:24]([CH3:25])([CH3:26])[CH3:27])=[O:28])[CH3:29])[cH:20]1.[H-:33].[Na+:34]>>[CH3:1][O:2][CH2:3][O:4][c:5]1[c:6]([CH3:13])[cH:7][c:8]([O:12][c:15]2[cH:16][cH:17][c:18]([N+:30](=[O:31])[O-:32])[c:19]([N:21]([C:22]([O:23][C:24]([CH3:25])([CH3:26])[CH3:27])=[O:28])[CH3:29])[cH:20]2)[cH:9][c:10]1[CH3:11].